Dataset: the Open Reaction Database (ORD), a public repository of structured organic reaction records. Task: describe an organic reaction: reactants, conditions, products, and yield Starting materials: C(C(C)C)N1C(C2(CC2C1=O)C1=CC=C(C=C1)[N+](=O)[O-])=O (3-isobutyl-1-(4-nitrophenyl)-3-azabicyclo[3.1.0]hexane-2,4-dione). Reagents/catalysts: [Pd] (palladium on carbon). Solvent: C(C)O (ethanol). The product is NC1=CC=C(C=C1)C12C(N(C(C2C1)=O)CC(C)C)=O (1-(4-Aminophenyl)-3-isobutyl-3-azabicyclo[3.1.0]hexane-2,4-dione). RXN SMILES: [CH2:1]([N:5]1[C:10](=[O:11])[CH:9]2[C:7]([C:12]3[CH:17]=[CH:16][C:15]([N+:18]([O-])=O)=[CH:14][CH:13]=3)([CH2:8]2)[C:6]1=[O:21])[CH:2]([CH3:4])[CH3:3]>C(O)C.[Pd]>[NH2:18][C:15]1[CH:14]=[CH:13][C:12]([C:7]23[CH2:8][CH:9]2[C:10](=[O:11])[N:5]([CH2:1][CH:2]([CH3:3])[CH3:4])[C:6]3=[O:21])=[CH:17][CH:16]=1. Reported procedure: Following the procedure of Example 3, a solution of 0.55 g of 3-isobutyl-1-(4-nitrophenyl)-3-azabicyclo[3.1.0]hexane-2,4-dione in 25 ml of ethanol is hydrogenated in the presence of 0.1 g of 5% palladium on carbon and worked up, affording the title compound which melts at 115°-117° C. after recrystallisation from ether/petroleum ether. The reactants are FC1=C(C=CC=2N=C(OC21)C2=CC(=C(C=C2)O)F)OC[C@H](C)NC(C)=O (N-((2S)-1-((7-fluoro-2-(3-fluoro-4-hydroxyphenyl)-1,3-benzoxazol-6-yl)oxy)propan-2-yl)acetamide), BrCC1C(C1)(F)F (1-bromomethyl-2,2-difluorocyclopropane), C([O-])([O-])=O.[K+].[K+] (potassium carbonate). The solvent is CN(C)C=O (DMF), C(C)(=O)OCC (ethyl acetate). Run at temperature 70 celsius, time 30 minute. The product is FC1(C(C1)COC1=C(C=C(C=C1)C=1OC2=C(N1)C=CC(=C2F)OC[C@H](C)NC(C)=O)F)F (N-((2S)-1-((2-(4-((2,2-difluorocyclopropyl)methoxy)-3-fluorophenyl)-7-fluoro-1,3-benzoxazol-6-yl)oxy)propan-2-yl)acetamide). Yield: 87.0%. Reaction SMILES: [F:1][C:2]1[C:10]2[O:9][C:8]([C:11]3[CH:16]=[CH:15][C:14]([OH:17])=[C:13]([F:18])[CH:12]=3)=[N:7][C:6]=2[CH:5]=[CH:4][C:3]=1[O:19][CH2:20][C@@H:21]([NH:23][C:24](=[O:26])[CH3:25])[CH3:22].Br[CH2:28][CH:29]1[CH2:31][C:30]1([F:33])[F:32].C(=O)([O-])[O-].[K+].[K+]>CN(C=O)C.C(OCC)(=O)C>[F:32][C:30]1([F:33])[CH2:31][CH:29]1[CH2:28][O:17][C:14]1[CH:15]=[CH:16][C:11]([C:8]2[O:9][C:10]3[C:2]([F:1])=[C:3]([O:19][CH2:20][C@@H:21]([NH:23][C:24](=[O:26])[CH3:25])[CH3:22])[CH:4]=[CH:5][C:6]=3[N:7]=2)=[CH:12][C:13]=1[F:18] |f:2.3.4|. Reported procedure: A suspension of N-((2S)-1-((7-fluoro-2-(3-fluoro-4-hydroxyphenyl)-1,3-benzoxazol-6-yl)oxy)propan-2-yl)acetamide (810 mg), 1-bromomethyl-2,2-difluorocyclopropane (573 mg) and potassium carbonate (463 mg) in DMF (10 mL) was stirred at 70° C. for 1 hr and 30 min. The reaction mixture was diluted with ethyl acetate, and washed with saturated brine, and the organic layer was subjected to silica gel column chromatography (NH, ethyl acetate), and the solvent was evaporated. The obtained solid was washe... The reactants are [H-].[Na+] (Sodium hydride), CN1C(=NC=C1)CO (1-methyl-2-hydroxymethylimidazole), ClC1=NC=NC(=C1)Cl (4,6-dichloropyrimidine). Run in O1CCCC1 (tetrahydrofuran), O1CCCC1 (tetrahydrofuran). Run at time 1 hour. The product is ClC1=NC=NC(=C1)OCC=1N(C=CN1)C (4-Chloro-6-(1-methyl-2-imidazolylmethoxy)pyrimidine). The yield is 53.8%. Reaction SMILES: [H-].[Na+].[CH3:3][N:4]1[CH:8]=[CH:7][N:6]=[C:5]1[CH2:9][OH:10].[Cl:11][C:12]1[CH:17]=[C:16](Cl)[N:15]=[CH:14][N:13]=1>O1CCCC1>[Cl:11][C:12]1[CH:17]=[C:16]([O:10][CH2:9][C:5]2[N:4]([CH3:3])[CH:8]=[CH:7][N:6]=2)[N:15]=[CH:14][N:13]=1 |f:0.1|. Procedure details: Sodium hydride (0.30 g as an 80% dispersion by weight in oil) was added to a solution of 1-methyl-2-hydroxymethylimidazole (1.12 g) in tetrahydrofuran (30 ml) and the mixture stirred at room temperature for one hour. A solution of 4,6-dichloropyrimidine (1.48 g) in tetrahydrofuran (10 ml) was added to the reaction mixture dropwise over 30 minutes and the mixture stirred at room temperature for 3 hours and evaporated. The residue was taken up in dichloromethane and the solution extracted into 2M ... Reactants: C(C1=CC=CC=C1)=O (benzaldehyde), C(=O)(O)C1=CC=C(C=C1)S(=O)(=O)N (4-carboxybenzenesulfonamide), CC=1C=CC(=CC1)S(=O)(=O)O (TsOH). Solvent: C1(=CC=CC=C1)C (toluene). Yields the product C(C1=CC=CC=C1)=NS(=O)(=O)C1=CC=C(C=C1)C(=O)O (N-Benzylidene-4-carboxybenzenesulfonamide). As a reaction SMILES: [CH:1](=O)[C:2]1[CH:7]=[CH:6][CH:5]=[CH:4][CH:3]=1.[C:9]([C:12]1[CH:17]=[CH:16][C:15]([S:18]([NH2:21])(=[O:20])=[O:19])=[CH:14][CH:13]=1)([OH:11])=[O:10].CC1C=CC(S(O)(=O)=O)=CC=1>C1(C)C=CC=CC=1>[CH:1](=[N:21][S:18]([C:15]1[CH:16]=[CH:17][C:12]([C:9]([OH:11])=[O:10])=[CH:13][CH:14]=1)(=[O:20])=[O:19])[C:2]1[CH:7]=[CH:6][CH:5]=[CH:4][CH:3]=1. Procedure: In the same manner as Example 2, 4.00 g (38 mmol) of benzaldehyde, 7.58 g (38 mmol) of 4-carboxybenzenesulfonamide and 20 mg of TsOH in 150 mL of toluene were heated for 36 hours to afford 7.40 g (71%) of SULF-4 as a light tan powder: IR (Nujol) 3800-2600 (br), 1685, 1600, 1283, 1155 cm-1 ; 1H NMR (DMSO-d6, TMS ext std)δ 9.05 (s, 1), 8.2-7.2 (m, 9).